From a dataset of the Open Reaction Database (ORD), a public repository of structured organic reaction records. describe an organic reaction: reactants, conditions, products, and yield Reactants: Cc1ccccc1N=C=O, Nc1ccc(F)cc1CCN1CCN(c2nsc3ccccc23)CC1. The product is Cc1ccccc1NC(=O)Nc1ccc(F)cc1CCN1CCN(c2nsc3ccccc23)CC1. RXN SMILES: [CH3:26][c:27]1[cH:28][cH:29][cH:30][cH:31][c:32]1[N:33]=[C:34]=[O:35].[s:1]1[n:2][c:3]([N:10]2[CH2:11][CH2:12][N:13]([CH2:16][CH2:17][c:18]3[c:19]([NH2:25])[cH:20][cH:21][c:22]([F:24])[cH:23]3)[CH2:14][CH2:15]2)[c:4]2[c:5]1[cH:6][cH:7][cH:8][cH:9]2>>[s:1]1[n:2][c:3]([N:10]2[CH2:11][CH2:12][N:13]([CH2:16][CH2:17][c:18]3[c:19]([NH:25][C:34]([NH:33][c:32]4[c:27]([CH3:26])[cH:28][cH:29][cH:30][cH:31]4)=[O:35])[cH:20][cH:21][c:22]([F:24])[cH:23]3)[CH2:14][CH2:15]2)[c:4]2[c:5]1[cH:6][cH:7][cH:8][cH:9]2. Starting materials: ClCCCCBr, COC1=Nc2cccc(=C=O)c2=C1OC, CNC, COC1=c2c(cccc2=C=O)N(CCCCN(C)C)C1OC, Cc1ccc(S(=O)(=O)O)cc1, COC1=c2c(cccc2=C=O)N(CCCCCl)C1OC, [H-], [Na+], CN(C)C=O. Product: COC1=c2c(cccc2=C=O)N(CCCCN(C)C)C1OC, Cc1ccc(S(=O)(=O)O)cc1. As a reaction SMILES: [Br:18][CH2:19][CH2:20][CH2:21][CH2:22][Cl:23].[CH3:1][O:2][C:3]1=[N:15][c:8]2[c:7]([c:12](=[C:13]=[O:14])[cH:11][cH:10][cH:9]2)=[C:4]1[O:5][CH3:6].[CH3:44][NH:45][CH3:46].[CH3:47][N:48]([CH2:49][CH2:50][CH2:51][CH2:52][N:53]1[CH:54]([O:66][CH3:67])[C:55]([O:64][CH3:65])=[c:56]2[c:57](=[C:62]=[O:63])[cH:58][cH:59][cH:60][c:61]21)[CH3:68].[CH3:69][c:70]1[cH:71][cH:72][c:73]([S:76]([OH:77])(=[O:78])=[O:79])[cH:74][cH:75]1.[Cl:24][CH2:25][CH2:26][CH2:27][CH2:28][N:29]1[c:30]2[c:31]([c:32](=[C:33]=[O:34])[cH:35][cH:36][cH:37]2)=[C:38]([O:39][CH3:40])[CH:41]1[O:42][CH3:43].[H-:16].[Na+:17].[O:80]=[CH:81][N:82]([CH3:83])[CH3:84]>>[CH3:47][N:48]([CH2:49][CH2:50][CH2:51][CH2:52][N:53]1[CH:54]([O:66][CH3:67])[C:55]([O:64][CH3:65])=[c:56]2[c:57](=[C:62]=[O:63])[cH:58][cH:59][cH:60][c:61]21)[CH3:68].[CH3:69][c:70]1[cH:71][cH:72][c:73]([S:76](=[O:77])(=[O:78])[OH:79])[cH:74][cH:75]1. The reactants are C(CCC)[Li] (n-butyl lithium), BrC1=CC=C(C=C1)C(F)(F)F (1-bromo-4-(trifluoromethyl)benzene), C1(=CC=CC=C1)CC=O (phenyl acetaldehyde). Solvent: CCCCCC (hexane), C1CCOC1 (THF). The product is C1(=CC=CC=C1)CC(=O)C1=CC=C(C=C1)C(F)(F)F (2-Phenyl-1-[4-(trifluoromethyl)phenyl]ethanone). Yield: 24.0%. RXN SMILES: Br[C:2]1[CH:7]=[CH:6][C:5]([C:8]([F:11])([F:10])[F:9])=[CH:4][CH:3]=1.C([Li])CCC.[C:17]1([CH2:23][CH:24]=[O:25])[CH:22]=[CH:21][CH:20]=[CH:19][CH:18]=1>C1COCC1.CCCCCC>[C:17]1([CH2:23][C:24]([C:2]2[CH:7]=[CH:6][C:5]([C:8]([F:11])([F:10])[F:9])=[CH:4][CH:3]=2)=[O:25])[CH:22]=[CH:21][CH:20]=[CH:19][CH:18]=1. Procedure details: To a solution of 45.0 g of 1-bromo-4-(trifluoromethyl)benzene in 300 mL of THF cooled to -78° C. was added 77.0 mL of 2.5M n-butyl lithium in hexane dropwise. An exothermic reaction to -55° C. was observed. The reaction was then stirred for 20 minutes after which time phenyl acetaldehyde (23.5 mL, 0.2 mol) was added dropwise. The reaction was then stirred for an additional hour with gradual warming to room temperature. The mixture was then partitioned between ether and water, dried over anhydrou... The reactants are CCOC(=O)N=NC(=O)OCC, C1CCOC1, Oc1ccon1, OC1CN2CCC1CC2, c1ccc(P(c2ccccc2)c2ccccc2)cc1. The product is c1cc(OC2CN3CCC2CC3)no1. As a reaction SMILES: [O:20]=[C:21]([O:22][CH2:23][CH3:24])[N:25]=[N:26][C:27]([O:28][CH2:29][CH3:30])=[O:31].[O:47]1[CH2:48][CH2:49][CH2:50][CH2:51]1.[OH:32][c:33]1[n:34][o:35][cH:36][cH:37]1.[OH:38][CH:39]1[CH2:40][N:41]2[CH2:42][CH2:43][CH:44]1[CH2:45][CH2:46]2.[c:1]1([P:2]([c:3]2[cH:4][cH:5][cH:6][cH:7][cH:8]2)[c:9]2[cH:10][cH:11][cH:12][cH:13][cH:14]2)[cH:15][cH:16][cH:17][cH:18][cH:19]1>>[O:32]([c:33]1[n:34][o:35][cH:36][cH:37]1)[CH:39]1[CH2:40][N:41]2[CH2:42][CH2:43][CH:44]1[CH2:45][CH2:46]2.